This data is from the Open Reaction Database (ORD), a public repository of structured organic reaction records. The task is: describe an organic reaction: reactants, conditions, products, and yield Starting materials: COCC=1SC(=CN1)CN1N=CC(=N1)[N+](=O)[O-] (2-(methoxymethyl)-5-((4-nitro-2H-1,2,3-triazol-2-yl)methyl)thiazole), [NH4+].[Cl-] (NH4Cl), N#N (N2). Reagents/catalysts: [Fe] (iron). Solvent: CCO (EtOH), O (water). Conditions: temperature 85 celsius, time 15 minute. Yields the product COCC=1SC(=CN1)CN1N=CC(=N1)N (2-((2-(methoxymethyl)thiazol-5-yl)methyl)-2H-1,2,3-triazol-4-amine). Reaction SMILES: N#N.[CH3:3][O:4][CH2:5][C:6]1[S:7][C:8]([CH2:11][N:12]2[N:16]=[C:15]([N+:17]([O-])=O)[CH:14]=[N:13]2)=[CH:9][N:10]=1.[NH4+].[Cl-]>CCO.O.[Fe]>[CH3:3][O:4][CH2:5][C:6]1[S:7][C:8]([CH2:11][N:12]2[N:16]=[C:15]([NH2:17])[CH:14]=[N:13]2)=[CH:9][N:10]=1 |f:2.3|. Reported procedure: In a flame dried round-bottomed flask equipped with a magnetic stir bar and under inert atmosphere (N2), a mixture of 2-(methoxymethyl)-5-((4-nitro-2H-1,2,3-triazol-2-yl)methyl)thiazole (109 mg, 0.43 mmol), iron powder (72 mg, 1.28 mmol) and NH4Cl (115 mg, 2.14 mmol) in a mixture of EtOH (2.0 mL) and water (1.0 mL) was stirred at 85° C. for 15 min. The reaction mixture was filtered while hot and concentrated under reduced pressure. CH2Cl2 (5 mL) was added followed by 1N NaOH (5 mL). The layers w... The reactants are C(C)S(=O)(=O)C=1C=CC(=C(C(=O)O)C1)F (5-Ethanesulfonyl-2-fluoro-benzoic acid), FC(C(C)O)(F)F (rac-1,1,1-Trifluoro-propan-2-ol). Product: C(C)S(=O)(=O)C=1C=CC(=C(C(=O)O)C1)OC(C(F)(F)F)C (rac-5-Ethanesulfonyl-2-(2,2,2-trifluoro-1-methyl-ethoxy)-benzoic acid). As a reaction SMILES: [CH2:1]([S:3]([C:6]1[CH:7]=[CH:8][C:9](F)=[C:10]([CH:14]=1)[C:11]([OH:13])=[O:12])(=[O:5])=[O:4])[CH3:2].[F:16][C:17]([F:22])([F:21])[CH:18]([OH:20])[CH3:19]>>[CH2:1]([S:3]([C:6]1[CH:7]=[CH:8][C:9]([O:20][CH:18]([CH3:19])[C:17]([F:22])([F:21])[F:16])=[C:10]([CH:14]=1)[C:11]([OH:13])=[O:12])(=[O:5])=[O:4])[CH3:2]. Procedure: Prepared in analogy to Example B4(c) from 5-Ethanesulfonyl-2-fluoro-benzoic acid and rac-1,1,1-Trifluoro-propan-2-ol (commercial). White solid. MS (m/e): 325.1([M−H], 100%). Starting materials: [Na] (sodium), C(C1=CC=CC=C1)O (benzyl alcohol), C(C1=CC=CC=C1)O (benzyl alcohol), O (water), NC1=NC(=C2N=CN(C2=N1)COCCOC(C1=CC=CC=C1)=O)Cl (2-amino-6-chloro-9-(2-benzoyloxyethoxymethyl)purine). Reaction conditions: temperature 120 celsius. The product is [Na] (sodium), NC1=NC(=C2N=CN(C2=N1)COCCO)OCC1=CC=CC=C1 (2-amino-6-benzyloxy-9-(2-hydroxyethoxymethyl)purine). As a reaction SMILES: [Na:1].[NH2:2][C:3]1[N:11]=[C:10]2[C:6]([N:7]=[CH:8][N:9]2[CH2:12][O:13][CH2:14][CH2:15][O:16]C(=O)C2C=CC=CC=2)=[C:5](Cl)[N:4]=1.O.[CH2:27]([OH:34])[C:28]1[CH:33]=[CH:32][CH:31]=[CH:30][CH:29]=1>>[Na:1].[NH2:2][C:3]1[N:11]=[C:10]2[C:6]([N:7]=[CH:8][N:9]2[CH2:12][O:13][CH2:14][CH2:15][OH:16])=[C:5]([O:34][CH2:27][C:28]2[CH:33]=[CH:32][CH:31]=[CH:30][CH:29]=2)[N:4]=1 |^1:0,34|. Procedure details: A solution of sodium benzylate in benzyl alcohol was prepared from sodium (2.58 g) and benzyl alcohol (28 ml). The solution was heated to 120° C. and 2-amino-6-chloro-9-(2-benzoyloxyethoxymethyl)purine (3.47 g) was added over a 10 minute period. The reaction mixture was heated overnight with stirring at 120°-130° C. and then poured into a mixture of ice and water. The resulting mixture was extracted thoroughly with chloroform. The aqueous phase was neutralized with acetic acid, giving a white pr... The reactants are C1(=CC=C(C=C1)S(=O)(=O)N1CC2=C(CC1)C=CO2)\C=C/C2=CC=CC=C2 ((Z)-6-(4-stilbenesulfonyl)-4,5,6,7-tetrahydrofuro[2,3-c]pyridin), CNC (dimethylamine), C=O (formaldehyde). Solvent: C(C)(=O)O (acetic acid). Run at temperature 100 celsius, time 0.5 hour. Yields the product CN(C)CC1=CC2=C(CN(CC2)S(=O)(=O)C2=CC=C(C=C2)\C=C/C2=CC=CC=C2)O1 ((Z)-N,N-dimethyl-[6-(4-stilbenesulfonyl)-4,5,6,7-tetrahydrofuro[2,3-c]pyridin-2-ylmethyl]amine). As a reaction SMILES: [C:1]1(/[CH:19]=[CH:20]\[C:21]2[CH:26]=[CH:25][CH:24]=[CH:23][CH:22]=2)[CH:6]=[CH:5][C:4]([S:7]([N:10]2[CH2:15][CH2:14][C:13]3[CH:16]=[CH:17][O:18][C:12]=3[CH2:11]2)(=[O:9])=[O:8])=[CH:3][CH:2]=1.[CH3:27][NH:28][CH3:29].[CH2:30]=O>C(O)(=O)C>[CH3:27][N:28]([CH2:30][C:17]1[O:18][C:12]2[CH2:11][N:10]([S:7]([C:4]3[CH:5]=[CH:6][C:1](/[CH:19]=[CH:20]\[C:21]4[CH:22]=[CH:23][CH:24]=[CH:25][CH:26]=4)=[CH:2][CH:3]=3)(=[O:9])=[O:8])[CH2:15][CH2:14][C:13]=2[CH:16]=1)[CH3:29]. Reported procedure: To a solution of 0.155 g (0.424 mmol) of (Z)-6-(4-stilbenesulfonyl)-4,5,6,7-tetrahydrofuro[2,3-c]pyridin in 10 ml of acetic acid, 57 mg (0.64 mmol) of 50% aqueous dimethylamine and 52 mg (0.64 mmol) of 37% aqueous formaldehyde were added, followed by stirring at 100° C. for 0.5 hours. After the solvent was distilled off under reduced pressure, the residual solution was alkalified with aqueous sodium hydroxide and extracted with ethyl acetate 3 times. The combined organic layer was dried over anh... The reactants are C(C)(C)(C)O[C@H](C(=O)O)C1=C(C2=C(N=C(S2)C2=CC=C3C(=NN(C3=C2)C)C)C=C1C)C1=CC=C(C=C1)Cl ((S)-2-tert-butoxy-2-(7-(4-chlorophenyl)-2-(1,3-dimethyl-1H-indazol-6-yl)-5-methylbenzo[d]thiazol-6-yl)acetic acid), C(C)(C)(C)O[C@H](C(=O)OCC)C1=C(C2=C(N=C(S2)C2=CC=3N(C=C2)N=NC3C)C=C1C)C1=CC=C(C=C1)Cl ((S)-ethyl 2-tert-butoxy-2-(7-(4-chlorophenyl)-5-methyl-2-(3-methyl-[1,2,3]triazolo[1,5-a]pyridin-5-yl)benzo[d]thiazol-6-yl)acetate). Product: C(C)(C)(C)O[C@H](C(=O)O)C1=C(C2=C(N=C(S2)C2=CC=3N(C=C2)N=NC3C)C=C1C)C1=CC=C(C=C1)Cl ((S)-2-tert-butoxy-2-(7-(4-chlorophenyl)-5-methyl-2-(3-methyl-[1,2,3]triazolo[1,5-a]pyridin-5-yl)benzo[d]thiazol-6-yl)acetic acid). Reaction SMILES: C(O[C@@H](C1C(C)=CC2N=C(C3C=C4C(C(C)=NN4C)=CC=3)SC=2C=1C1C=CC(Cl)=CC=1)C(O)=O)(C)(C)C.[C:38]([O:42][C@@H:43]([C:49]1[C:67]([CH3:68])=[CH:66][C:52]2[N:53]=[C:54]([C:56]3[CH:61]=[CH:60][N:59]4[N:62]=[N:63][C:64]([CH3:65])=[C:58]4[CH:57]=3)[S:55][C:51]=2[C:50]=1[C:69]1[CH:74]=[CH:73][C:72]([Cl:75])=[CH:71][CH:70]=1)[C:44]([O:46]CC)=[O:45])([CH3:41])([CH3:40])[CH3:39]>>[C:38]([O:42][C@@H:43]([C:49]1[C:67]([CH3:68])=[CH:66][C:52]2[N:53]=[C:54]([C:56]3[CH:61]=[CH:60][N:59]4[N:62]=[N:63][C:64]([CH3:65])=[C:58]4[CH:57]=3)[S:55][C:51]=2[C:50]=1[C:69]1[CH:74]=[CH:73][C:72]([Cl:75])=[CH:71][CH:70]=1)[C:44]([OH:46])=[O:45])([CH3:41])([CH3:39])[CH3:40]. Reported procedure: Prepared in a manner similar to (S)-2-tert-butoxy-2-(7-(4-chlorophenyl)-2-(1,3-dimethyl-1H-indazol-6-yl)-5-methylbenzo[d]thiazol-6-yl)acetic acid, but using (S)-ethyl 2-tert-butoxy-2-(7-(4-chlorophenyl)-5-methyl-2-(3-methyl-[1,2,3]triazolo[1,5-a]pyridin-5-yl)benzo[d]thiazol-6-yl)acetate instead of (S)-ethyl 2-tert-butoxy-2-(7-(4-chlorophenyl)-2-(1,3-dimethyl-1H-indazol-6-yl)-5-methylbenzo[d]thiazol-6-yl)acetate. LCMS-ESI+: calc'd for C27H26ClN4O3S: 521.0 (M+H+); Found: 521.2 (M+H+). NMR (400 MHz... Starting materials: [BH3-]C#N, C=O, CC(=O)O, CO, CCOC(C)=O, Cl, Cc1ccc2c3c(ccc2n1)OCC(CNCCCn1ccc2ccc(F)cc21)O3, [Na+]. Product: Cc1ccc2c3c(ccc2n1)OCC(CN(C)CCCn1ccc2ccc(F)cc21)O3. RXN SMILES: [C:31]([BH3-:32])#[N:33].[CH2:36]=[O:37].[CH3:38][C:39](=[O:40])[OH:41].[CH3:42][OH:43].[CH3:44][CH2:45][O:46][C:47](=[O:48])[CH3:49].[ClH:35].[F:1][c:2]1[cH:3][cH:4][c:5]2[cH:6][cH:7][n:8]([CH2:11][CH2:12][CH2:13][NH:14][CH2:15][CH:16]3[CH2:17][O:18][c:19]4[c:20]([c:21]5[cH:22][cH:23][c:24]([CH3:29])[n:25][c:26]5[cH:27][cH:28]4)[O:30]3)[c:9]2[cH:10]1.[Na+:34]>>[F:1][c:2]1[cH:3][cH:4][c:5]2[cH:6][cH:7][n:8]([CH2:11][CH2:12][CH2:13][N:14]([CH2:15][CH:16]3[CH2:17][O:18][c:19]4[c:20]([c:21]5[cH:22][cH:23][c:24]([CH3:29])[n:25][c:26]5[cH:27][cH:28]4)[O:30]3)[CH3:31])[c:9]2[cH:10]1.